Dataset: the Open Reaction Database (ORD), a public repository of structured organic reaction records. Task: describe an organic reaction: reactants, conditions, products, and yield Starting materials: C1CCOC1, Cn1nccc1CCO, Oc1ccc(C2CCN(c3ccc4nnc(C(F)(F)F)n4n3)CC2)cc1, CC(C)OC(=O)N=NC(=O)OC(C)C, c1ccc(P(c2ccccc2)c2ccccc2)cc1. Yields the product Cn1nccc1CCOc1ccc(C2CCN(c3ccc4nnc(C(F)(F)F)n4n3)CC2)cc1. Reaction SMILES: [CH2:69]1[O:70][CH2:71][CH2:72][CH2:73]1.[CH3:41][n:42]1[n:43][cH:44][cH:45][c:46]1[CH2:47][CH2:48][OH:49].[F:15][C:16]([c:17]1[n:18][n:19][c:20]2[n:21]1[n:22][c:23]([N:26]1[CH2:27][CH2:28][CH:29]([c:32]3[cH:33][cH:34][c:35]([OH:38])[cH:36][cH:37]3)[CH2:30][CH2:31]1)[cH:24][cH:25]2)([F:39])[F:40].[O:1]=[C:2]([O:3][CH:4]([CH3:5])[CH3:6])[N:7]=[N:8][C:9]([O:10][CH:11]([CH3:12])[CH3:13])=[O:14].[c:50]1([P:51]([c:52]2[cH:53][cH:54][cH:55][cH:56][cH:57]2)[c:58]2[cH:59][cH:60][cH:61][cH:62][cH:63]2)[cH:64][cH:65][cH:66][cH:67][cH:68]1>>[F:15][C:16]([c:17]1[n:18][n:19][c:20]2[n:21]1[n:22][c:23]([N:26]1[CH2:27][CH2:28][CH:29]([c:32]3[cH:33][cH:34][c:35]([O:38][CH2:48][CH2:47][c:46]4[n:42]([CH3:41])[n:43][cH:44][cH:45]4)[cH:36][cH:37]3)[CH2:30][CH2:31]1)[cH:24][cH:25]2)([F:39])[F:40].